This data is from the Open Reaction Database (ORD), a public repository of structured organic reaction records. The task is: describe an organic reaction: reactants, conditions, products, and yield Product: CC1(C2(C(CC1CC2)O)CO)C (7,7-Dimethyl-2-hydroxy-1-hydroxymethyl bicyclo[2.2.1]heptane). The reactants are [H-].[Al+3].[Li+].[H-].[H-].[H-] (lithium aluminum hydride), ice, O (water), camphorsulfonyl chloride, CC1(C2CCC1(C(=O)C2)C(=O)O)C (ketopinic acid). Run in CCOCC (ether). Reported procedure: To an ice-cooled mixture of lithium aluminum hydride (4 g, 105.4 mmol) in ether was added dropwise a solution of camphorsulfonyl chloride (10 g, 39.88 mmol) and ketopinic acid, prepared as described in Step 1, above. After the addition was complete, the ice bath was removed and the mixture was stirred at ambient temperature for 2 hrs. The mixture was cooled again and wet ether was added cautiously. When the violent reaction subsided, water was added. The mixture was then extracted three times wi... Reaction conditions: time 2 hour. As a reaction SMILES: [H-].[Al+3].[Li+].[H-].[H-].[H-].[CH3:7][C:8]1([CH3:19])[C:12]2([C:16](O)=[O:17])[C:13]([CH2:15][CH:9]1[CH2:10][CH2:11]2)=[O:14].O>CCOCC>[CH3:7][C:8]1([CH3:19])[CH:9]2[CH2:10][CH2:11][C:12]1([CH2:16][OH:17])[CH:13]([OH:14])[CH2:15]2 |f:0.1.2.3.4.5|. The reactants are BrCCCCCCOCCCCC1=CC=C(C=C1)[N+](=O)[O-] (1-[4-[(6-Bromohexyl)oxy]butyl]-4-nitrobenzene), C(C1=CC=CC=C1)N (benzylamine). Run in Cl (hydrochloric acid). Yields the product [N+](=O)([O-])C1=CC=C(C=C1)CCCCOCCCCCCNCC1=CC=CC=C1 (N-[6-[4-(4-Nitrophenyl)butoxy]hexyl]benzenemethanamine). Reaction SMILES: Br[CH2:2][CH2:3][CH2:4][CH2:5][CH2:6][CH2:7][O:8][CH2:9][CH2:10][CH2:11][CH2:12][C:13]1[CH:18]=[CH:17][C:16]([N+:19]([O-:21])=[O:20])=[CH:15][CH:14]=1.[CH2:22]([NH2:29])[C:23]1[CH:28]=[CH:27][CH:26]=[CH:25][CH:24]=1>Cl>[N+:19]([C:16]1[CH:17]=[CH:18][C:13]([CH2:12][CH2:11][CH2:10][CH2:9][O:8][CH2:7][CH2:6][CH2:5][CH2:4][CH2:3][CH2:2][NH:29][CH2:22][C:23]2[CH:28]=[CH:27][CH:26]=[CH:25][CH:24]=2)=[CH:14][CH:15]=1)([O-:21])=[O:20]. Procedure details: 1-[4-[(6-Bromohexyl)oxy]butyl]-4-nitrobenzene (8.0 g) was added dropwise to benzylamine (30 ml) at 110°. The solution was heated at 110°-120° for 2 h, treated with hydrochloric acid (2M; 200 ml), and extracted with ethyl acetate (2×150 ml). The organic extract was washed with aqueous sodium carbonate (150 ml) and brine (150 ml), dried and evaporated. The residue was purified by FCC eluting with ether to give the title compound as a pale yellow oil (5.9 g). T.l.c. Ether Rf 0.15. Starting materials: [Br-], CC[Mg+], CCOCC, CCOCC, CC(C)[O-], CC(C)[O-], CC(C)[O-], CC(C)[O-], Cl, FB(F)F, N#Cc1ccccn1, [Na+], C1CCOC1, [OH-], [Ti+4]. The product is NC1(c2ccccn2)CC1. Reaction SMILES: [Br-:26].[CH2:27]([Mg+:28])[CH3:29].[CH2:9]([CH3:10])[O:11][CH2:12][CH3:13].[CH3:21][CH2:22][O:23][CH2:24][CH3:25].[CH3:30][CH:31]([CH3:32])[O-:33].[CH3:34][CH:35]([CH3:36])[O-:37].[CH3:38][CH:39]([CH3:40])[O-:41].[CH3:42][CH:43]([CH3:44])[O-:45].[ClH:18].[F:14][B:15]([F:16])[F:17].[N:1]#[C:2][c:3]1[cH:4][cH:5][cH:6][cH:7][n:8]1.[Na+:20].[O:47]1[CH2:48][CH2:49][CH2:50][CH2:51]1.[OH-:19].[Ti+4:46]>>[NH2:1][C:2]1([c:3]2[cH:4][cH:5][cH:6][cH:7][n:8]2)[CH2:9][CH2:10]1. The reactants are C(C=C)C=1C(=C(C(=O)OC)C=C(C1NC(C)=O)Cl)O (Methyl 3-allyl-2-hydroxy-4-acetylamino-5-chlorobenzoate), [H-].[Na+] (NaH), S(=O)(=O)(OC)OC (Dimethyl sulfate). The solvent is CN(C)C=O (DMF). Conditions: time 15 minute. Product: C(C=C)C=1C(=C(C(=O)OC)C=C(C1NC(C)=O)Cl)OC (Methyl 3-allyl-2-methoxy-4-acetylamino-5-chlorobenzoate). RXN SMILES: [CH2:1]([C:4]1[C:5]([OH:19])=[C:6]([CH:11]=[C:12]([Cl:18])[C:13]=1[NH:14][C:15](=[O:17])[CH3:16])[C:7]([O:9][CH3:10])=[O:8])[CH:2]=[CH2:3].[H-].[Na+].S(OC)(O[CH3:26])(=O)=O>CN(C=O)C>[CH2:1]([C:4]1[C:5]([O:19][CH3:26])=[C:6]([CH:11]=[C:12]([Cl:18])[C:13]=1[NH:14][C:15](=[O:17])[CH3:16])[C:7]([O:9][CH3:10])=[O:8])[CH:2]=[CH2:3] |f:1.2|. Procedure: A mixture of the phenolic compound of step 6 above (4 g) and NaH (0.7 g) in DMF (50 ml) is stirred for 15 minutes. Dimethyl sulfate (2 g) is added and the mixture is stirred for 16 hours. The mixture is partitioned between CH2Cl2 and H2O, and the organic layer is separated and washed with H2O, dried (MgSO4) and evaporated. The solid residue is twice recrystallized from MeOH-H2O and chromatographed on silica gel affording the desired product which is used in the next step. Reactants: ClC=1C=C(C=CC1OC1=C(C=C(C=C1)C1=CC=C(C=C1)C(F)(F)F)C1=CN=NC=C1)S(=O)(=O)N(C=1N=NC=CC1)COC (3-Chloro-N-(methoxymethyl)-N-pyridazin-3-yl-4-{[3-pyridazin-4-yl-4′-(trifluoromethyl)biphenyl-4-yl]oxy}benzenesulfonamide), ClC=1C=C(C=CC1OC1=C(C=C(C=C1)C1=CC=C(C=C1)C(F)(F)F)C1=CN=NC=C1)S(=O)(=O)/N=C\1/N(N=CC=C1)COC (3-chloro-N-[(3E)-2-(methoxymethyl)pyridazin-3(2H)-ylidene]-4-{[3-pyridazin-4-yl-4′-(trifluoromethyl)biphenyl-4-yl]oxy}benzenesulfonamide), solution, Cl (hydrogen chloride). Solvent: ClCCl (dichloromethane), O1CCOCC1 (1,4-dioxane). Reaction conditions: time 15 minute. Product: ClC=1C=C(C=CC1OC1=C(C=C(C=C1)C1=CC=C(C=C1)C(F)(F)F)C1=CN=NC=C1)S(=O)(=O)NC=1N=NC=CC1 (3-Chloro-N-pyridazin-3-yl-4-{[3-pyridazin-4-yl-4′-(trifluoromethyl)biphenyl-4-yl]oxy}benzenesulfonamide). Isolated yield 33.0%. Reaction SMILES: [Cl:1][C:2]1[CH:3]=[C:4]([S:31]([N:34](COC)[C:35]2[N:36]=[N:37][CH:38]=[CH:39][CH:40]=2)(=[O:33])=[O:32])[CH:5]=[CH:6][C:7]=1[O:8][C:9]1[CH:14]=[CH:13][C:12]([C:15]2[CH:20]=[CH:19][C:18]([C:21]([F:24])([F:23])[F:22])=[CH:17][CH:16]=2)=[CH:11][C:10]=1[C:25]1[CH:30]=[CH:29][N:28]=[N:27][CH:26]=1.ClC1C=C(S(/N=C2/N(COC)N=CC=C/2)(=O)=O)C=CC=1OC1C=CC(C2C=CC(C(F)(F)F)=CC=2)=CC=1C1C=CN=NC=1.Cl>ClCCl.O1CCOCC1>[Cl:1][C:2]1[CH:3]=[C:4]([S:31]([NH:34][C:35]2[N:36]=[N:37][CH:38]=[CH:39][CH:40]=2)(=[O:32])=[O:33])[CH:5]=[CH:6][C:7]=1[O:8][C:9]1[CH:14]=[CH:13][C:12]([C:15]2[CH:16]=[CH:17][C:18]([C:21]([F:24])([F:23])[F:22])=[CH:19][CH:20]=2)=[CH:11][C:10]=1[C:25]1[CH:30]=[CH:29][N:28]=[N:27][CH:26]=1. Procedure details: A mixture of 3-Chloro-N-(methoxymethyl)-N-pyridazin-3-yl-4-{[3-pyridazin-4-yl-4′-(trifluoromethyl)biphenyl-4-yl]oxy}benzenesulfonamide and 3-chloro-N-[(3E)-2-(methoxymethyl)pyridazin-3(2H)-ylidene]-4-{[3-pyridazin-4-yl-4′-(trifluoromethyl)biphenyl-4-yl]oxy}benzenesulfonamide (Preparation 49, 85 mg, 0.13 mmol) were dissolved in dichloromethane (1 mL) and a 4M solution of hydrogen chloride in 1,4-dioxane (0.34 mL) added. The mixture was stirred at room temperature for 15 minutes. The reaction mixt...